Dataset: the Open Reaction Database (ORD), a public repository of structured organic reaction records. Task: describe an organic reaction: reactants, conditions, products, and yield Starting materials: [BH3-]C#N, CC(C)[O-], CC(C)[O-], CC(C)[O-], CC(C)[O-], CC(=O)O, Cc1cc(C)cc(-c2[nH]c3ccc(C(C)(C)C(=O)N4C5CCC4CC5)cc3c2CCN)c1, [Na+], [Ti+4], O=Cc1ccc(-c2cccnc2)cc1. Product: Cc1cc(C)cc(-c2[nH]c3ccc(C(C)(C)C(=O)N4C5CCC4CC5)cc3c2CCNCc2ccc(-c3cccnc3)cc2)c1. RXN SMILES: [C:47]([BH3-:48])#[N:49].[CH3:51][CH:52]([CH3:53])[O-:54].[CH3:56][CH:57]([CH3:58])[O-:59].[CH3:60][CH:61]([CH3:62])[O-:63].[CH3:64][CH:65]([CH3:66])[O-:67].[CH3:68][C:69](=[O:70])[OH:71].[NH2:1][CH2:2][CH2:3][c:4]1[c:5](-[c:25]2[cH:26][c:27]([CH3:32])[cH:28][c:29]([CH3:31])[cH:30]2)[nH:6][c:7]2[cH:8][cH:9][c:10]([C:13]([C:14](=[O:15])[N:16]3[CH:17]4[CH2:18][CH2:19][CH:20]3[CH2:21][CH2:22]4)([CH3:23])[CH3:24])[cH:11][c:12]12.[Na+:50].[Ti+4:55].[n:33]1[cH:34][c:35](-[c:39]2[cH:40][cH:41][c:42]([CH:43]=[O:44])[cH:45][cH:46]2)[cH:36][cH:37][cH:38]1>>[NH:1]([CH2:2][CH2:3][c:4]1[c:5](-[c:25]2[cH:26][c:27]([CH3:32])[cH:28][c:29]([CH3:31])[cH:30]2)[nH:6][c:7]2[cH:8][cH:9][c:10]([C:13]([C:14](=[O:15])[N:16]3[CH:17]4[CH2:18][CH2:19][CH:20]3[CH2:21][CH2:22]4)([CH3:23])[CH3:24])[cH:11][c:12]12)[CH2:43][c:42]1[cH:41][cH:40][c:39](-[c:35]2[cH:34][n:33][cH:38][cH:37][cH:36]2)[cH:46][cH:45]1.